This data is from the Open Reaction Database (ORD), a public repository of structured organic reaction records. The task is: describe an organic reaction: reactants, conditions, products, and yield The reactants are CCO, CCCCCCC(Oc1ccc(C(=O)OCC)cc1)c1ccc(-c2ccc(C(F)(F)F)cc2)nc1, [Na+], [OH-]. The product is CCCCCCC(Oc1ccc(C(=O)O)cc1)c1ccc(-c2ccc(C(F)(F)F)cc2)nc1. As a reaction SMILES: [CH3:38][CH2:39][OH:40].[F:1][C:2]([c:3]1[cH:4][cH:5][c:6](-[c:9]2[cH:10][cH:11][c:12]([CH:15]([CH2:16][CH2:17][CH2:18][CH2:19][CH2:20][CH3:21])[O:22][c:23]3[cH:24][cH:25][c:26]([C:27](=[O:28])[O:29][CH2:30][CH3:31])[cH:32][cH:33]3)[cH:13][n:14]2)[cH:7][cH:8]1)([F:34])[F:35].[Na+:37].[OH-:36]>>[F:1][C:2]([c:3]1[cH:4][cH:5][c:6](-[c:9]2[cH:10][cH:11][c:12]([CH:15]([CH2:16][CH2:17][CH2:18][CH2:19][CH2:20][CH3:21])[O:22][c:23]3[cH:24][cH:25][c:26]([C:27](=[O:28])[OH:29])[cH:32][cH:33]3)[cH:13][n:14]2)[cH:7][cH:8]1)([F:34])[F:35]. Starting materials: CCC(=O)OCC1OC1CCCCC(C)C, CO, [K+], [OH-]. Product: CC(C)CCCCC1OC1CO. As a reaction SMILES: [C:1](=[O:2])([CH2:3][CH3:4])[O:5][CH2:6][CH:7]1[CH:8]([CH2:9][CH2:10][CH2:11][CH2:12][CH:13]([CH3:14])[CH3:15])[O:16]1.[CH3:17][OH:18].[K+:20].[OH-:19]>>[OH:5][CH2:6][CH:7]1[CH:8]([CH2:9][CH2:10][CH2:11][CH2:12][CH:13]([CH3:14])[CH3:15])[O:16]1. Starting materials: C1(=CC=CC=C1)C1NCCC(C1)C(=O)OC (Methyl 2-phenylpiperidine-4-carboxylate), CCN(C(C)C)C(C)C (DIPEA), C(OC)(=O)Cl (methyl carbonochloridate), CCN(C(C)C)C(C)C (DIPEA), C(OC)(=O)Cl (methyl carbonochloridate). The solvent is C(Cl)Cl (DCM). Conditions: time 45 minute. Product: C1(=CC=CC=C1)C1N(CCC(C1)C(=O)OC)C(=O)OC (dimethyl 2-phenylpiperidine-1,4-dicarboxylate). The yield is 107.4%. As a reaction SMILES: [C:1]1([CH:7]2[CH2:12][CH:11]([C:13]([O:15][CH3:16])=[O:14])[CH2:10][CH2:9][NH:8]2)[CH:6]=[CH:5][CH:4]=[CH:3][CH:2]=1.CCN(C(C)C)C(C)C.[C:26](Cl)(=[O:29])[O:27][CH3:28]>C(Cl)Cl>[C:1]1([CH:7]2[CH2:12][CH:11]([C:13]([O:15][CH3:16])=[O:14])[CH2:10][CH2:9][N:8]2[C:26]([O:27][CH3:28])=[O:29])[CH:2]=[CH:3][CH:4]=[CH:5][CH:6]=1. Procedure details: Methyl 2-phenylpiperidine-4-carboxylate (4.33 g, 19.75 mmol) was dissolved in DCM (150 mL) and DIPEA (3.78 mL, 21.72 mmol), then methyl carbonochloridate (1.710 mL, 21.72 mmol) was added. The solution was stirred at room temperature for 1 h 45 min. More DIPEA (1.720 mL, 9.87 mmol) and methyl carbonochloridate (0.777 mL, 9.87 mmol) were added and the reaction continued at room temperature for another 30 min. The reaction mixture was washed with 0.1 M HCl and satd NaHCO3. The organic phase was pas... Starting materials: CCN, CC(C)=O, N#Cc1c(Cl)nc(Cl)nc1Cl. The product is CCNc1nc(Cl)c(C#N)c(Cl)n1. As a reaction SMILES: [CH3:12][CH2:13][NH2:14].[CH3:15][C:16](=[O:17])[CH3:18].[Cl:1][c:2]1[n:3][c:4]([Cl:11])[c:5]([C:9]#[N:10])[c:6]([Cl:8])[n:7]1>>[c:2]1([NH:14][CH2:13][CH3:12])[n:3][c:4]([Cl:11])[c:5]([C:9]#[N:10])[c:6]([Cl:8])[n:7]1. The reactants are O=C([O-])[O-], [Cu], Cc1cc(F)ccc1[N+](=O)[O-], [K+], [K+], Oc1ccccc1. Yields the product Cc1cc(Oc2ccccc2)ccc1[N+](=O)[O-]. Reaction SMILES: [C:19](=[O:20])([O-:21])[O-:22].[Cu:25].[F:1][c:2]1[cH:3][cH:4][c:5]([N+:9](=[O:10])[O-:11])[c:6]([CH3:8])[cH:7]1.[K+:23].[K+:24].[OH:12][c:13]1[cH:14][cH:15][cH:16][cH:17][cH:18]1>>[c:2]1([O:12][c:13]2[cH:14][cH:15][cH:16][cH:17][cH:18]2)[cH:3][cH:4][c:5]([N+:9](=[O:10])[O-:11])[c:6]([CH3:8])[cH:7]1.